Dataset: the Open Reaction Database (ORD), a public repository of structured organic reaction records. Task: describe an organic reaction: reactants, conditions, products, and yield Reactants: ClC1=CC=C2C=CC(=NC2=C1)\C=C\C1=CC(=CC=C1)C1OC1 (7-Chloro-2-[(E)-2-(3-oxiranyl-phenyl)-vinyl]-quinoline), C([O-])([O-])=O.[K+].[K+] (potassium carbonate), COC(C1=C(C=CC=C1)S)=O (methyl-2-mercaptobenzoate). Run in CN(C=O)C (dimethylformamide), C(C)#N (acetonitrile). Run at time 8 hour. Yields the product COC(C1=C(C=CC=C1)SCC(O)C1=CC(=CC=C1)\C=C\C1=NC2=CC(=CC=C2C=C1)Cl)=O (Methyl-2-(2-{3-[(E)-2-(7-chloro-quinolin-2-yl)-vinyl]-phenyl}-2-hydroxy-ethylsulfanyl)-benzoate). Yield: 31.5%. As a reaction SMILES: [Cl:1][C:2]1[CH:11]=[C:10]2[C:5]([CH:6]=[CH:7][C:8](/[CH:12]=[CH:13]/[C:14]3[CH:19]=[CH:18][CH:17]=[C:16]([CH:20]4[CH2:22][O:21]4)[CH:15]=3)=[N:9]2)=[CH:4][CH:3]=1.[CH3:23][O:24][C:25](=[O:33])[C:26]1[CH:31]=[CH:30][CH:29]=[CH:28][C:27]=1[SH:32].C(=O)([O-])[O-].[K+].[K+]>CN(C)C=O.C(#N)C>[CH3:23][O:24][C:25](=[O:33])[C:26]1[CH:31]=[CH:30][CH:29]=[CH:28][C:27]=1[S:32][CH2:22][CH:20]([C:16]1[CH:17]=[CH:18][CH:19]=[C:14](/[CH:13]=[CH:12]/[C:8]2[CH:7]=[CH:6][C:5]3[C:10](=[CH:11][C:2]([Cl:1])=[CH:3][CH:4]=3)[N:9]=2)[CH:15]=1)[OH:21] |f:2.3.4|. Reported procedure: To a stirred solution of epoxide 30 (37 g, 0.120 mol) in a mixture of dimethylformamide (140 ml) and acetonitrile (200 ml) was added methyl-2-mercaptobenzoate (20.0 g, 0.145 mol), followed by addition of anhydrous potassium carbonate (19.8 g, 0.145 mol). The reaction mixture was stirred overnight, filtered and concentrated. The resulting mixture was poured into water (2.0 L), stirred and extracted with ethylacetate (1.0 L). The organic layer was washed with water (500 ml) and brine (500 ml), dri... Starting materials: CCOC(=O)CP(=O)(OCC)OCC, CC1(C)C=CC(=O)CC1, [H-], [Na+], C1CCOC1, O. Yields the product CCOC(=O)C=C1C=CC(C)(C)CC1. Reaction SMILES: [CH2:3]([O:4][P:5]([O:6][CH2:7][CH3:8])(=[O:9])[CH2:11][C:12](=[O:13])[O:14][CH2:15][CH3:16])[CH3:10].[CH3:17][C:18]1([CH3:25])[CH:19]=[CH:20][C:21](=[O:24])[CH2:22][CH2:23]1.[H-:1].[Na+:2].[O:27]1[CH2:28][CH2:29][CH2:30][CH2:31]1.[OH2:26]>>[CH:11]([C:12](=[O:13])[O:14][CH2:15][CH3:16])=[C:21]1[CH:20]=[CH:19][C:18]([CH3:17])([CH3:25])[CH2:23][CH2:22]1. The reactants are ClC=1C=C(C(=O)O)C=C(N1)Cl (2,6-dichloroisonicotinic acid), Cl.CNCC1(CC1)C (methyl-[(methylcyclopropyl)methyl]amine hydrochloride), C([O-])([O-])=O.[Cs+].[Cs+] (cesium carbonate). Solvent: CN(C)C=O (DMF). Product: ClC=1C=C(C(=O)O)C=C(N1)N(CC1C(C1)C)C (2-chloro-6-{methyl[(2-methylcyclopropyl)methyl]amino}isonicotinic acid). Yield: 90.6%. RXN SMILES: Cl[C:2]1[CH:3]=[C:4]([CH:8]=[C:9]([Cl:11])[N:10]=1)[C:5]([OH:7])=[O:6].Cl.[CH3:13][NH:14][CH2:15][C:16]1(C)[CH2:18][CH2:17]1.[C:20](=O)([O-])[O-].[Cs+].[Cs+]>CN(C=O)C>[Cl:11][C:9]1[CH:8]=[C:4]([CH:3]=[C:2]([N:14]([CH3:13])[CH2:15][CH:16]2[CH2:18][CH:17]2[CH3:20])[N:10]=1)[C:5]([OH:7])=[O:6] |f:1.2,3.4.5|. Reported procedure: A solution of 2,6-dichloroisonicotinic acid (0.25 g, 1.3 mmol), methyl-[(methylcyclopropyl)methyl]amine hydrochloride (0.53 g, 3.9 mmol) and cesium carbonate (1.25 g, 6.5 mmol) in 5 mL DMF was heated to 120° C. in a sealed tube for 72 hr. The reaction was partitioned between 1M HCl and ethyl acetate. The organics were washed with water (4×), brine, dried over sodium sulfate, filtered and evaporated in vacuo to give 0.3 g (90%) of crude 2-chloro-6-{methyl[(2-methylcyclopropyl)methyl]amino}isonico...